Dataset: the Open Reaction Database (ORD), a public repository of structured organic reaction records. Task: describe an organic reaction: reactants, conditions, products, and yield Reactants: C([O-])(O)=O.[Na+] (sodium bicarbonate), COC1(CCC(CC1)OCC1=CC=CC=C1)OC ((4,4-Dimethoxy-cyclohexyloxymethyl)-benzene), FC(S(=O)(=O)O[Si](C)(C)C)(F)F (trimethylsilyl trifluoromethansulfonate), C[Si](C)(C)C#N (trimethylsilyl cyanide). The solvent is ClCCl (dichloromethane). Conditions: temperature 0 celsius, time 2 minute. Yields the product C(C1=CC=CC=C1)OC1CCC(CC1)(C#N)OC (4-Benzyloxy-1-methoxy-cyclohexanecarbonitrile). Reaction SMILES: CO[C:3]1([O:17][CH3:18])[CH2:8][CH2:7][CH:6]([O:9][CH2:10][C:11]2[CH:16]=[CH:15][CH:14]=[CH:13][CH:12]=2)[CH2:5][CH2:4]1.C[Si]([C:23]#[N:24])(C)C.FC(F)(F)S(O[Si](C)(C)C)(=O)=O.C(=O)(O)[O-].[Na+]>ClCCl>[CH2:10]([O:9][CH:6]1[CH2:5][CH2:4][C:3]([O:17][CH3:18])([C:23]#[N:24])[CH2:8][CH2:7]1)[C:11]1[CH:12]=[CH:13][CH:14]=[CH:15][CH:16]=1 |f:3.4|. Procedure: 1.5 g of (4,4-Dimethoxy-cyclohexyloxymethyl)-benzene (38) were dissolved in 20 mL of dry dichloromethane and cooled to 0° C. 3.05 mL of trimethylsilyl cyanide were added dropwise and after stirring for 2 minutes, 1.31 mL of trimethylsilyl trifluoromethansulfonate were added dropwise. The mixture was stirred at 0° C. for 2 h, then 20 mL of saturated aqueous sodium bicarbonate solution were added dropwise. Phases were separated and the aqueous layer was extracted several times with dichloromethane... Reactants: C(C)(=O)OC1=CC=C(C(=O)Cl)C=C1 (4-acetoxybenzoyl chloride), ClC1=CC=C(C=C1)S (4-Chlorothiophenol), N1=CC=CC=C1 (pyridine). The solvent is C(C)#N (acetonitrile), C(C)#N (acetonitrile). Product: C(C)(=O)OC1=CC=C(C(=O)SC2=CC=C(C=C2)Cl)C=C1 (S-(4-Chlorophenyl) 4-(acetoxy)thiobenzoate). Yield: 89.5%. RXN SMILES: [Cl:1][C:2]1[CH:7]=[CH:6][C:5]([SH:8])=[CH:4][CH:3]=1.[C:9]([O:12][C:13]1[CH:21]=[CH:20][C:16]([C:17](Cl)=[O:18])=[CH:15][CH:14]=1)(=[O:11])[CH3:10].N1C=CC=CC=1>C(#N)C>[C:9]([O:12][C:13]1[CH:21]=[CH:20][C:16]([C:17]([S:8][C:5]2[CH:6]=[CH:7][C:2]([Cl:1])=[CH:3][CH:4]=2)=[O:18])=[CH:15][CH:14]=1)(=[O:11])[CH3:10]. Reported procedure: 4-Chlorothiophenol (21.6 g) was dissolved in dry acetonitrile (500 ml) and a solution of 4-acetoxybenzoyl chloride (29.7 g) in acetonitrile (50 ml) was added. The mixture was stirred at room temperature whilst pyridine (12.1 ml) was added rapidly dropwise. When the reaction was complete the bulk of the solvents was removed by evaporation in vacuo and the residue partitioned between ethyl acetate and water. The separated organic layer was washed with water and brine, dried over magnesium sulphate... Starting materials: Cc1nc2sccn2c1C(=O)NCC1NCC2CC(C)CC21, Cc1cccc(-c2ccccc2C(=O)O)c1. The product is Cc1cccc(-c2ccccc2C(=O)N2CC3CC(C)CC3C2CNC(=O)c2c(C)nc3sccn23)c1. As a reaction SMILES: [CH3:1][CH:2]1[CH2:3][CH:4]2[CH2:5][NH:6][CH:7]([CH2:10][NH:11][C:12](=[O:13])[c:14]3[c:15]([CH3:22])[n:16][c:17]4[s:18][cH:19][cH:20][n:21]34)[CH:8]2[CH2:9]1.[CH3:23][c:24]1[cH:25][c:26](-[c:30]2[c:31]([C:36](=[O:37])[OH:38])[cH:32][cH:33][cH:34][cH:35]2)[cH:27][cH:28][cH:29]1>>[CH3:1][CH:2]1[CH2:3][CH:4]2[CH2:5][N:6]([C:36]([c:31]3[c:30](-[c:26]4[cH:25][c:24]([CH3:23])[cH:29][cH:28][cH:27]4)[cH:35][cH:34][cH:33][cH:32]3)=[O:37])[CH:7]([CH2:10][NH:11][C:12](=[O:13])[c:14]3[c:15]([CH3:22])[n:16][c:17]4[s:18][cH:19][cH:20][n:21]34)[CH:8]2[CH2:9]1. Starting materials: BrC=1C=C(C=C(C1)F)N1C=C(C=C1)C1=NC=CC=C1 (2-[1-(3-Bromo-5-fluorophenyl)-1H-pyrrol-3-yl]pyridine), CO (methanol), CC1=C(C=NC=C1)B(O)O (4-methylpyridin-3-ylboronic acid), C([O-])([O-])=O.[K+].[K+] (potassium carbonate). The reagents and catalysts are C=1C=CC(=CC1)[P](C=2C=CC=CC2)(C=3C=CC=CC3)[Pd]([P](C=4C=CC=CC4)(C=5C=CC=CC5)C=6C=CC=CC6)([P](C=7C=CC=CC7)(C=8C=CC=CC8)C=9C=CC=CC9)[P](C=1C=CC=CC1)(C=1C=CC=CC1)C=1C=CC=CC1 (Pd(PPh3)4). Run in CCCCCC (Hexane), C1(=CC=CC=C1)C (toluene), CCOC(=O)C (EtOAc). Run at temperature 90 celsius, time 10 minute. The product is FC=1C=C(C=C(C1)N1C=C(C=C1)C1=NC=CC=C1)C1=C(C=NC=C1)C (4-[3-fluoro-5-(3-pyridin-2-yl-1H-pyrrol-1-yl)phenyl]-3-methylpyridine). Isolated yield 58.2%. As a reaction SMILES: Br[C:2]1[CH:3]=[C:4]([N:9]2[CH:13]=[CH:12][C:11]([C:14]3[CH:19]=[CH:18][CH:17]=[CH:16][N:15]=3)=[CH:10]2)[CH:5]=[C:6]([F:8])[CH:7]=1.C[C:21]1[CH:26]=[CH:25][N:24]=[CH:23][C:22]=1B(O)O.[C:30](=O)([O-])[O-].[K+].[K+].CO>C1(C)C=CC=CC=1.CCOC(C)=O.C1C=CC([P]([Pd]([P](C2C=CC=CC=2)(C2C=CC=CC=2)C2C=CC=CC=2)([P](C2C=CC=CC=2)(C2C=CC=CC=2)C2C=CC=CC=2)[P](C2C=CC=CC=2)(C2C=CC=CC=2)C2C=CC=CC=2)(C2C=CC=CC=2)C2C=CC=CC=2)=CC=1.CCCCCC>[F:8][C:6]1[CH:7]=[C:2]([C:21]2[CH:26]=[CH:25][N:24]=[CH:23][C:22]=2[CH3:30])[CH:3]=[C:4]([N:9]2[CH:13]=[CH:12][C:11]([C:14]3[CH:19]=[CH:18][CH:17]=[CH:16][N:15]=3)=[CH:10]2)[CH:5]=1 |f:2.3.4,^1:54,56,75,94|. Procedure details: 2-[1-(3-Bromo-5-fluorophenyl)-1H-pyrrol-3-yl]pyridine (463 mg, 1.46 mmol), 4-methylpyridin-3-ylboronic acid (200 mg, 1.46 mmol), potassium carbonate (500 mg, 3.0 mmol) were combined in toluene:methanol (10:2 mL) under argon and Pd(PPh3)4 (231 mg, 0.2 mmol) was added and the argon flow was continued for 10 min. The reaction mixture was heated at 90° C. overnight. The reaction mixture was allowed to cool to ambient temperature. TLC analysis showed no starting material present. The reaction mixture...